This data is from the Open Reaction Database (ORD), a public repository of structured organic reaction records. The task is: describe an organic reaction: reactants, conditions, products, and yield Starting materials: COc1cccc(S(=O)(=O)N2CC(C(=O)O)N(c3ccccc3)C2=O)c1, COc1ccccc1N1CCNCC1. Product: COc1cccc(S(=O)(=O)N2CC(C(=O)N3CCN(c4ccccc4OC)CC3)N(c3ccccc3)C2=O)c1. RXN SMILES: [CH3:1][O:2][c:3]1[cH:4][c:5]([S:9](=[O:10])(=[O:11])[N:12]2[C:13](=[O:26])[N:14]([c:20]3[cH:21][cH:22][cH:23][cH:24][cH:25]3)[CH:15]([C:17](=[O:18])[OH:19])[CH2:16]2)[cH:6][cH:7][cH:8]1.[CH3:27][O:28][c:29]1[c:30]([N:35]2[CH2:36][CH2:37][NH:38][CH2:39][CH2:40]2)[cH:31][cH:32][cH:33][cH:34]1>>[CH3:1][O:2][c:3]1[cH:4][c:5]([S:9](=[O:10])(=[O:11])[N:12]2[C:13](=[O:26])[N:14]([c:20]3[cH:21][cH:22][cH:23][cH:24][cH:25]3)[CH:15]([C:17](=[O:18])[N:38]3[CH2:37][CH2:36][N:35]([c:30]4[c:29]([O:28][CH3:27])[cH:34][cH:33][cH:32][cH:31]4)[CH2:40][CH2:39]3)[CH2:16]2)[cH:6][cH:7][cH:8]1. Starting materials: COC(=O)c1c(OCc2ccccc2)c2ncccc2n(Cc2ccccc2)c1=O, C1CCOC1, Cl, [Na+], [OH-], O. Product: O=C(O)c1c(OCc2ccccc2)c2ncccc2n(Cc2ccccc2)c1=O. As a reaction SMILES: [CH2:1]([c:2]1[cH:3][cH:4][cH:5][cH:6][cH:7]1)[n:8]1[c:9](=[O:30])[c:10]([C:26](=[O:27])[O:28][CH3:29])[c:11]([O:18][CH2:19][c:20]2[cH:21][cH:22][cH:23][cH:24][cH:25]2)[c:12]2[n:13][cH:14][cH:15][cH:16][c:17]12.[CH2:35]1[O:36][CH2:37][CH2:38][CH2:39]1.[ClH:34].[Na+:32].[OH-:31].[OH2:33]>>[CH2:1]([c:2]1[cH:3][cH:4][cH:5][cH:6][cH:7]1)[n:8]1[c:9](=[O:30])[c:10]([C:26](=[O:27])[OH:28])[c:11]([O:18][CH2:19][c:20]2[cH:21][cH:22][cH:23][cH:24][cH:25]2)[c:12]2[n:13][cH:14][cH:15][cH:16][c:17]12. Procedure: 5 g of 5-(1-hydroxy-2-ethylaminobutyl)-8-hydroxycarbostyril was suspended in 20 ml of methanol, and sodium methylate prepared from 458 mg of sodium metal and 9.6 ml of absolute methanol was added to the suspension. The mixture was then concentrated to dryness, and the resulting residue was dissolved in 30 ml of dimethylformamide. 3.3 g of β-cyclohexylpropionyl chloride was then added dropwise to the mixture while cooling with ice-water. The mixture was then stirred for 1 hour at room temperature... Run in CO (methanol), CO (methanol). Run at time 1 hour. Yields the product C1(CCCCC1)CCC(=O)OC=1C=CC(=C2C=CC(NC12)=O)C(C(CC)NCC)O (8-(β-cyclohexylpropionyloxy)-5-(1-hydroxy-2-ethylaminobutyl)carbostyril). Reaction SMILES: [OH:1][CH:2]([C:9]1[CH:18]=[CH:17][C:16]([OH:19])=[C:15]2[C:10]=1[CH:11]=[CH:12][C:13](=[O:20])[NH:14]2)[CH:3]([NH:6][CH2:7][CH3:8])[CH2:4][CH3:5].[CH3:21][O-:22].[Na+].[Na]>CO>[CH:9]1([CH2:2][CH2:3][C:21]([O:19][C:16]2[CH:17]=[CH:18][C:9]([CH:2]([OH:1])[CH:3]([NH:6][CH2:7][CH3:8])[CH2:4][CH3:5])=[C:10]3[C:15]=2[NH:14][C:13](=[O:20])[CH:12]=[CH:11]3)=[O:22])[CH2:18][CH2:17][CH2:16][CH2:15][CH2:10]1 |f:1.2,^1:23|. The reactants are C[O-].[Na+] (sodium methylate), [Na] (sodium), OC(C(CC)NCC)C1=C2C=CC(NC2=C(C=C1)O)=O (5-(1-hydroxy-2-ethylaminobutyl)-8-hydroxycarbostyril). The reactants are Cc1ccccc1, Cc1csc(N)n1, O=C(C=Cc1ccccc1)C=Cc1ccccc1, O=C(C=Cc1ccccc1)C=Cc1ccccc1, O=C(C=Cc1ccccc1)C=Cc1ccccc1, N#Cc1ccccc1Oc1cccnc1Cl, [K+], [K+], [K+], O=P([O-])([O-])[O-], [Pd], [Pd], CC1(C)c2cccc(P(c3ccccc3)c3ccccc3)c2Oc2c(P(c3ccccc3)c3ccccc3)cccc21. Yields the product Cc1csc(Nc2ncccc2Oc2ccccc2C#N)n1. RXN SMILES: [CH3:130][c:131]1[cH:132][cH:133][cH:134][cH:135][cH:136]1.[CH3:17][c:18]1[n:19][c:20]([NH2:23])[s:21][cH:22]1.[CH:112](=[CH:113][C:114]([CH:115]=[CH:116][c:117]1[cH:118][cH:119][cH:120][cH:121][cH:122]1)=[O:123])[c:124]1[cH:125][cH:126][cH:127][cH:128][cH:129]1.[CH:76](=[CH:77][C:78]([CH:79]=[CH:80][c:81]1[cH:82][cH:83][cH:84][cH:85][cH:86]1)=[O:87])[c:88]1[cH:89][cH:90][cH:91][cH:92][cH:93]1.[CH:94](=[CH:95][C:96]([CH:97]=[CH:98][c:99]1[cH:100][cH:101][cH:102][cH:103][cH:104]1)=[O:105])[c:106]1[cH:107][cH:108][cH:109][cH:110][cH:111]1.[Cl:1][c:2]1[n:3][cH:4][cH:5][cH:6][c:7]1[O:8][c:9]1[c:10]([C:11]#[N:12])[cH:13][cH:14][cH:15][cH:16]1.[K+:29].[K+:30].[K+:31].[P:24]([O-:25])([O-:26])([O-:27])=[O:28].[Pd:74].[Pd:75].[c:32]1([P:33]([c:34]2[cH:35][cH:36][cH:37][cH:38][cH:39]2)[c:40]2[c:41]3[c:65]([cH:66][cH:67][cH:68]2)[C:62]([CH3:63])([CH3:64])[c:44]2[c:43]([c:48]([P:49]([c:50]4[cH:51][cH:52][cH:53][cH:54][cH:55]4)[c:56]4[cH:57][cH:58][cH:59][cH:60][cH:61]4)[cH:47][cH:46][cH:45]2)[O:42]3)[cH:69][cH:70][cH:71][cH:72][cH:73]1>>[c:2]1([NH:23][c:20]2[n:19][c:18]([CH3:17])[cH:22][s:21]2)[n:3][cH:4][cH:5][cH:6][c:7]1[O:8][c:9]1[c:10]([C:11]#[N:12])[cH:13][cH:14][cH:15][cH:16]1. Starting materials: Nc1ccc(Br)cc1F, C1CCOC1, C[Si](C)(C)[N-][Si](C)(C)C, O=C(O)c1nnc(Cl)cc1Cl, [Li+]. Yields the product O=C(O)c1nnc(Cl)cc1Nc1ccc(Br)cc1F. RXN SMILES: [Br:1][c:2]1[cH:3][c:4]([F:9])[c:5]([NH2:8])[cH:6][cH:7]1.[CH2:31]1[O:32][CH2:33][CH2:34][CH2:35]1.[CH3:11][Si:12]([N-:13][Si:14]([CH3:15])([CH3:16])[CH3:17])([CH3:18])[CH3:19].[Cl:20][c:21]1[c:22]([C:28](=[O:29])[OH:30])[n:23][n:24][c:25]([Cl:27])[cH:26]1.[Li+:10]>>[Br:1][c:2]1[cH:3][c:4]([F:9])[c:5]([NH:8][c:21]2[c:22]([C:28](=[O:29])[OH:30])[n:23][n:24][c:25]([Cl:27])[cH:26]2)[cH:6][cH:7]1. The reactants are ClC1=CC2=C(C(=N1)C)C(=NN2C(C2=CC=CC=C2)(C2=CC=CC=C2)C2=CC=CC=C2)I (6-Chloro-3-iodo-4-methyl-1-trityl-1H-pyrazolo[4,3-c]pyridine), ClC1=CC2=C(C(=N1)C)C(=NN2C(C2=CC=CC=C2)(C2=CC=CC=C2)C2=CC=CC=C2)I (6-Chloro-3-iodo-4-methyl-1-trityl-1H-pyrazolo[4,3-c]pyridine), COC(N(C)C)OC (N, N-dimethylformamide-dimethyl acetal). Product: C1(CCCC1)OC (cylopentylmethylether), ClC1=CC2=C(C(=N1)/C=C/N(C)C)C(=NN2C(C2=CC=CC=C2)(C2=CC=CC=C2)C2=CC=CC=C2)I ((E)-2-(6-chloro-3-iodo-1-trityl-1H-pyrazolo[4,3-c]pyridin-4-yl)-N,N-dimethylethenamine). Reaction SMILES: [Cl:1][C:2]1[N:7]=[C:6]([CH3:8])[C:5]2[C:9]([I:31])=[N:10][N:11]([C:12]([C:25]3[CH:30]=[CH:29][CH:28]=[CH:27][CH:26]=3)([C:19]3[CH:24]=[CH:23][CH:22]=[CH:21][CH:20]=3)[C:13]3[CH:18]=[CH:17][CH:16]=[CH:15][CH:14]=3)[C:4]=2[CH:3]=1.[CH3:32][O:33][CH:34](OC)[N:35]([CH3:37])[CH3:36]>>[CH:25]1([O:33][CH3:32])[CH2:30][CH2:29][CH2:28][CH2:27]1.[Cl:1][C:2]1[N:7]=[C:6](/[CH:8]=[CH:34]/[N:35]([CH3:37])[CH3:36])[C:5]2[C:9]([I:31])=[N:10][N:11]([C:12]([C:13]3[CH:18]=[CH:17][CH:16]=[CH:15][CH:14]=3)([C:19]3[CH:20]=[CH:21][CH:22]=[CH:23][CH:24]=3)[C:25]3[CH:26]=[CH:27][CH:28]=[CH:29][CH:30]=3)[C:4]=2[CH:3]=1. Procedure: 6-chloro-3-iodo-trityl-1H-pyrazolo[4.3-c]pyridine (Intermediate 1C, 2 g, 3.73 mmol), N, N-dimethylformamide-dimethyl acetal (DMF-DMA) (4.45 g, 37.3 mmol) were stirred at 125° C. for 12 hrs. Reaction was concentrated and excess DMF-DMA azeotroped with toluene. Trituration with cylopentylmethylether gave (E)-2-(6-chloro-3-iodo-1-trityl-1H-pyrazolo[4,3-c]pyridin-4-yl)-N,N-dimethylethenamine. MS ESI calc'd. for C29H24ClIN4 [M+H]+ 591. found 591.